Dataset: the Open Reaction Database (ORD), a public repository of structured organic reaction records. Task: describe an organic reaction: reactants, conditions, products, and yield Starting materials: CCOC(C)=O, ClCCC1CCCc2c1cnn2-c1ccccc1, [K+], [K+], O=C([O-])[O-], C1COCCN1, CN(C)C=O. Product: c1ccc(-n2ncc3c2CCCC3CCN2CCOCC2)cc1. RXN SMILES: [CH3:36][CH2:37][O:38][C:39](=[O:40])[CH3:41].[Cl:1][CH2:2][CH2:3][CH:4]1[c:5]2[cH:6][n:7][n:8](-[c:13]3[cH:14][cH:15][cH:16][cH:17][cH:18]3)[c:9]2[CH2:10][CH2:11][CH2:12]1.[K+:19].[K+:20].[O-:21][C:22]([O-:23])=[O:24].[O:25]1[CH2:26][CH2:27][NH:28][CH2:29][CH2:30]1.[O:31]=[CH:32][N:33]([CH3:34])[CH3:35]>>[CH2:2]([CH2:3][CH:4]1[c:5]2[cH:6][n:7][n:8](-[c:13]3[cH:14][cH:15][cH:16][cH:17][cH:18]3)[c:9]2[CH2:10][CH2:11][CH2:12]1)[N:28]1[CH2:27][CH2:26][O:25][CH2:30][CH2:29]1. Reactants: C(C)C1=CC(=C(NC1=O)C)C1=CC=C(S1)S(=O)(=O)Cl (5-(5-Ethyl-2-methyl-6-oxo-1,6-dihydropyridin-3-yl)thiophene-2-sulfonyl chloride), NCCNC(C)=O (N-(2-aminoethyl)acetamide). Yields the product C(C)C1=CC(=C(NC1=O)C)C1=CC=C(S1)S(=O)(=O)NCCNC(C)=O (N-{2-[5-(5-Ethyl-2-methyl-6-oxo-1,6-dihydropyridin-3-yl)thiophene-2-sulfonylamino]ethyl}acetamide). Isolated yield 71.0%. Reaction SMILES: [CH2:1]([C:3]1[C:8](=[O:9])[NH:7][C:6]([CH3:10])=[C:5]([C:11]2[S:15][C:14]([S:16](Cl)(=[O:18])=[O:17])=[CH:13][CH:12]=2)[CH:4]=1)[CH3:2].[NH2:20][CH2:21][CH2:22][NH:23][C:24](=[O:26])[CH3:25]>>[CH2:1]([C:3]1[C:8](=[O:9])[NH:7][C:6]([CH3:10])=[C:5]([C:11]2[S:15][C:14]([S:16]([NH:20][CH2:21][CH2:22][NH:23][C:24](=[O:26])[CH3:25])(=[O:18])=[O:17])=[CH:13][CH:12]=2)[CH:4]=1)[CH3:2]. Procedure: 5-(5-Ethyl-2-methyl-6-oxo-1,6-dihydropyridin-3-yl)thiophene-2-sulfonyl chloride is reacted with N-(2-aminoethyl)acetamide as described in Step 5, Example 24 to give the title compound as a yellow solid (71% yield). LC/MS: RT 3.60 min; m/e 384 (M+H); 1H NMR (CDCl3, δ, ppm): 11.53 (1H, br), 7.50 (1H, d), 7.25 (1H, s), 6.90 (1H, d), 6.13 (1H, br), 5.90 (1H, br), 3.42 (31H, m), 3.20 (2H, m), 2.40-2.60 (5H, m), 2.00 (3H, m), 1.20 (3H, t). The reactants are C(C)(C)(C)OC(=O)C1N(CCC1)C(CBr)=O (bromoacetyl-pyrrolidine-2-carboxylic acid tert-butyl ester), CC(C)(C)[O-].[K+] (potassium tert-butylate), CC1=C(C(O)=CC=C1)O (3-methylcatechol). The solvent is CN(C=O)C (dimethylformamide), CN(C=O)C (dimethylformamide), CN(C=O)C (dimethylformamide). Conditions: time 2.5 minute. Yields the product C(C)(C)(C)OC(=O)[C@@H]1N(CCC1)C(COC1=C(C(=CC=C1)C)OCC(=O)N1[C@H](CCC1)C(=O)OC(C)(C)C)=O ((R)-1-[[2-[2-[(R)-2-tert-Butoxycarbonyl-pyrrolidin-1-yl]-2-oxo-ethoxy]-3-methyl-phenoxy]-acetyl]-pyrrolidine-2-carboxylic acid tert-butyl ester). Yield: 65.0%. Reaction SMILES: [CH3:1][C:2]([O-:5])([CH3:4])[CH3:3].[K+].[CH3:7][C:8]1[CH:14]=[CH:13][CH:12]=[C:10]([OH:11])[C:9]=1[OH:15].[C:16]([O:20][C:21]([CH:23]1[CH2:27][CH2:26][CH2:25][N:24]1[C:28](=[O:31])[CH2:29]Br)=[O:22])([CH3:19])([CH3:18])[CH3:17]>CN(C)C=O>[C:2]([O:5][C:21]([C@H:23]1[CH2:27][CH2:26][CH2:25][N:24]1[C:28](=[O:31])[CH2:29][O:11][C:10]1[CH:12]=[CH:13][CH:14]=[C:8]([CH3:7])[C:9]=1[O:15][CH2:29][C:28]([N:24]1[CH2:25][CH2:26][CH2:27][C@@H:23]1[C:21]([O:20][C:16]([CH3:19])([CH3:18])[CH3:17])=[O:22])=[O:31])=[O:20])([CH3:4])([CH3:3])[CH3:1] |f:0.1|. Procedure: To a solution of 236 mg (2.1 mmol) potassium tert-butylate in 2 ml dimethylformamide at room temperature was added dropwise a solution of 124 mg (1.0 mmol) 3-methylcatechol in 2 ml dimethylformamide. Stirring was continued for 2-3 min and a solution of 584 mg (2.0 mmol) (R)-(1) -bromoacetyl-pyrrolidine-2-carboxylic acid tert-butyl ester in 4 ml dimethylformamide was added within 1-2 min. The reaction mixture was stirred for additional 3 h at room temperature. The solvent was removed in vacuo and...